Dataset: the Open Reaction Database (ORD), a public repository of structured organic reaction records. Task: describe an organic reaction: reactants, conditions, products, and yield Reactants: C(C)(=O)O[BH-](OC(C)=O)OC(C)=O.[Na+].C(C)(C)(C)OC(=O)N1CCC(CC1)NC1=C(C(=O)O)C(=CC=C1)Cl (2-{[1-(tert-butoxycarbonyl)piperidin-4-yl]amino}-6-chlorobenzoic acid Sodium triacetoxyborohydride), NC1=C(C(=O)O)C(=CC=C1)Cl (2-amino-6-chlorobenzoic acid), C(C)(C)(C)OC(=O)N1CCC(CC1)=O (N-(t-butoxycarbonyl)-4-piperidone). Solvent: ClC(C)Cl (dichloroethane). Conditions: time 5 hour. Yields the product ClC1=CC=CC=2N(C(NC21)=O)C2CCNCC2 (4-chloro-1-piperidin-4-yl-1,3-dihydro-2H-benzimidazol-2-one), ketone. RXN SMILES: C(O[BH-](OC(=O)C)OC(=O)C)(=O)C.[Na+].C(OC([N:22]1[CH2:27][CH2:26][CH:25]([NH:28][C:29]2[CH:37]=[CH:36][CH:35]=[C:34]([Cl:38])[C:30]=2C(O)=O)[CH2:24][CH2:23]1)=O)(C)(C)C.NC1C=CC=C(Cl)C=1C(O)=O.C([O:54][C:55]([N:57]1CCC(=O)CC1)=O)(C)(C)C>ClC(Cl)C>[Cl:38][C:34]1[C:30]2[NH:57][C:55](=[O:54])[N:28]([CH:25]3[CH2:24][CH2:23][NH:22][CH2:27][CH2:26]3)[C:29]=2[CH:37]=[CH:36][CH:35]=1 |f:0.1.2|. Procedure: 2-{[1-(tert-butoxycarbonyl)piperidin-4-yl]amino}-6-chlorobenzoic acid Sodium triacetoxyborohydride (3.09 g, 14.6 mmol) was added to a solution of 2-amino-6-chlorobenzoic acid (1.00 g, 5.83 mmol) and N-(t-butoxycarbonyl)-4-piperidone (2.32 g, 11.7 mmol) in dichloroethane (20 mL) at room temperature. After 5 h, the reaction was quenched with saturated aqueous ammonium chloride. This mixture was separated and extracted with ethyl acetate (3×). After drying over sodium sulfate, the solution was filt...